This data is from the Open Reaction Database (ORD), a public repository of structured organic reaction records. The task is: describe an organic reaction: reactants, conditions, products, and yield The reactants are FB(F)F, CCOCC, ClCCl, CC(C)(C)OC(=O)CCCC(CO[N+](=O)[O-])O[N+](=O)[O-]. Product: O=C(O)CCCC(CO[N+](=O)[O-])O[N+](=O)[O-]. RXN SMILES: [B:26]([F:27])([F:28])[F:29].[CH2:21]([O:22][CH2:23][CH3:24])[CH3:25].[Cl:30][CH2:31][Cl:32].[N+:1](=[O:2])([O-:3])[O:4][CH:5]([CH2:6][CH2:7][CH2:8][C:9](=[O:10])[O:11][C:12]([CH3:13])([CH3:14])[CH3:15])[CH2:16][O:17][N+:18](=[O:19])[O-:20]>>[N+:1](=[O:2])([O-:3])[O:4][CH:5]([CH2:6][CH2:7][CH2:8][C:9](=[O:10])[OH:11])[CH2:16][O:17][N+:18](=[O:19])[O-:20]. Reactants: COC(C(CC1CCOCC1)NC(=O)OC)=O (2-Methoxycarbonylamino-3-(tetrahydro-pyran-4-yl)-propionic acid methyl ester), [Li+].[OH-] (LiOH). The solvent is C1CCOC1 (THF), CO (MeOH). Conditions: time 18 hour. The product is COC(=O)NC(C(=O)O)CC1CCOCC1 (2-Methoxycarbonylamino-3-(tetrahydro-pyran-4-yl)-propionic acid). As a reaction SMILES: C[O:2][C:3](=[O:17])[CH:4]([NH:12][C:13]([O:15][CH3:16])=[O:14])[CH2:5][CH:6]1[CH2:11][CH2:10][O:9][CH2:8][CH2:7]1.[Li+].[OH-]>C1COCC1.CO>[CH3:16][O:15][C:13]([NH:12][CH:4]([CH2:5][CH:6]1[CH2:7][CH2:8][O:9][CH2:10][CH2:11]1)[C:3]([OH:17])=[O:2])=[O:14] |f:1.2|. Reported procedure: To a solution of 2-Methoxycarbonylamino-3-(tetrahydro-pyran-4-yl)-propionic acid methyl ester (0.11 g, 1.1 mmol) in THF (3.3 mL) and MeOH (1.1 mL) at 0° C. (external, ice bath) was added aqueous LiOH (1 M, 0.88 mL, 0.88 mmol). The solution was stirred at room temperature for 18 h and concentrated to provide 2-Methoxycarbonylamino-3-(tetrahydro-pyran-4-yl)-propionic acid which was used crude in the next step. LCMS-ESI+: calc'd for C10H17NO5: 231.11 (M+); Found: 231.99 (M+H+). Reactants: O=CCCCCCCCCCCBr, [Li]CCCC, CCCCCC, CC(C)[P+](c1ccccc1)(c1ccccc1)c1ccccc1, [I-], C1CCOC1. The product is CC(C)=CCCCCCCCCCCBr. As a reaction SMILES: [Br:29][CH2:30][CH2:31][CH2:32][CH2:33][CH2:34][CH2:35][CH2:36][CH2:37][CH2:38][CH2:39][CH:40]=[O:41].[CH2:24]([Li:25])[CH2:26][CH2:27][CH3:28].[CH3:47][CH2:48][CH2:49][CH2:50][CH2:51][CH3:52].[CH:2]([CH3:3])([CH3:4])[P+:5]([c:6]1[cH:7][cH:8][cH:9][cH:10][cH:11]1)([c:12]1[cH:13][cH:14][cH:15][cH:16][cH:17]1)[c:18]1[cH:19][cH:20][cH:21][cH:22][cH:23]1.[I-:1].[O:42]1[CH2:43][CH2:44][CH2:45][CH2:46]1>>[C:2]([CH3:3])([CH3:4])=[CH:40][CH2:39][CH2:38][CH2:37][CH2:36][CH2:35][CH2:34][CH2:33][CH2:32][CH2:31][CH2:30][Br:29]. The reactants are C(C)(C)(C)ONC([C@H](CS(=O)(=O)C1=CC=C(C=C1)OC1=CC=CC=C1)NC([C@@H](NC(=O)OCC1=CC=CC=C1)C(C)C)=O)=O ((R)-N-tert-butoxy-2-(CBZ-valinamido)-3-(4-phenoxyphenylsulfonyl)-propionamide). The reagents and catalysts are [Pd] (palladium on carbon). The solvent is CO (methanol), C(C)O (ethanol). The product is C(C)(C)(C)ONC([C@H](CS(=O)(=O)C1=CC=C(C=C1)OC1=CC=CC=C1)NC([C@@H](N)C(C)C)=O)=O ((R)-N-tert-butoxy-2-valinamido-3-(4-phenoxyphenylsulfonyl)-propionamide). Reaction SMILES: [C:1]([O:5][NH:6][C:7](=[O:44])[C@@H:8]([NH:26][C:27](=[O:43])[C@H:28]([CH:40]([CH3:42])[CH3:41])[NH:29]C(OCC1C=CC=CC=1)=O)[CH2:9][S:10]([C:13]1[CH:18]=[CH:17][C:16]([O:19][C:20]2[CH:25]=[CH:24][CH:23]=[CH:22][CH:21]=2)=[CH:15][CH:14]=1)(=[O:12])=[O:11])([CH3:4])([CH3:3])[CH3:2]>CO.C(O)C.[Pd]>[C:1]([O:5][NH:6][C:7](=[O:44])[C@@H:8]([NH:26][C:27](=[O:43])[C@H:28]([CH:40]([CH3:41])[CH3:42])[NH2:29])[CH2:9][S:10]([C:13]1[CH:18]=[CH:17][C:16]([O:19][C:20]2[CH:21]=[CH:22][CH:23]=[CH:24][CH:25]=2)=[CH:15][CH:14]=1)(=[O:11])=[O:12])([CH3:3])([CH3:2])[CH3:4]. Reported procedure: A solution of (R)-N-tert-butoxy-2-(CBZ-valinamido)-3-(4-phenoxyphenylsulfonyl)-propionamide (prepared above) in a mixture of methanol (300 ml) and ethanol (100 ml) was stirred under hydrogen at 1 atmosphere with palladium on carbon catalyst (10% Pd, 4 g) for 3 hours. The mixture was filtered, and the filtrate evaporated under reduced pressure. The residue was chromatographed on silica gel, eluting with 0-3% methanol in methylene chloride, to give (R)-N-tert-butoxy-2-valinamido-3-(4-phenoxyphenyl...